This data is from the Open Reaction Database (ORD), a public repository of structured organic reaction records. The task is: describe an organic reaction: reactants, conditions, products, and yield Starting materials: C1(=CC=CC=C1)C1(OCCC1C1=CC=CC=C1)C1=CC=CC=C1 (2,2,3-triphenyltetrahydrofuran), C(C)(=O)O (acetic acid), Br (hydrogen-bromide), C(C)(=O)O (acetic acid). Reaction conditions: temperature 75 celsius, time 1 hour. The product is C(C)(=O)OCCC(=C(C1=CC=CC=C1)C1=CC=CC=C1)C1=CC=CC=C1 (4-acetoxy-1,1,2-triphenyl-1-butene). Reaction SMILES: [C:1]1([C:7]2([C:18]3[CH:23]=[CH:22][CH:21]=[CH:20][CH:19]=3)[CH:11]([C:12]3[CH:17]=[CH:16][CH:15]=[CH:14][CH:13]=3)[CH2:10][CH2:9]O2)[CH:6]=[CH:5][CH:4]=[CH:3][CH:2]=1.Br.[C:25]([OH:28])(=[O:27])[CH3:26]>>[C:25]([O:28][CH2:9][CH2:10][C:11]([C:12]1[CH:17]=[CH:16][CH:15]=[CH:14][CH:13]=1)=[C:7]([C:1]1[CH:2]=[CH:3][CH:4]=[CH:5][CH:6]=1)[C:18]1[CH:23]=[CH:22][CH:21]=[CH:20][CH:19]=1)(=[O:27])[CH3:26]. Procedure: 30.0 g of 2,2,3-triphenyltetrahydrofuran are dissolved in 125 ml of acetic acid, after which 25 ml of 40% hydrogen-bromide in acetic acid are added. The mixture is stirred for 1 h at 75° C. The solvent is evaporated, and 1 M sodium carbonate solution is added in excess. The product is extracted in toluene. The toluene solution is dried over sodium sulfate and the solvent is evaporated. The product is recrystallized from aqueous methanol and then has m.p. 81°-3° C. The yield is 28.7 g (84%).